This data is from the Open Reaction Database (ORD), a public repository of structured organic reaction records. The task is: describe an organic reaction: reactants, conditions, products, and yield Reactants: COC1=NC=C(C=C1)N (2-methoxy-5-aminopyridine), C1(CCC1)C(=O)C(C(=O)OCC)=COCC (ethyl 2-(cyclobutanecarbonyl)-3-ethoxyacrylate). Product: C1(CCC1)C(=O)C(C(=O)OCC)=CNC=1C=NC(=CC1)OC (Ethyl 2-(cyclobutanecarbonyl)-3-((6-methoxypyridin-3-yl)amino)acrylate). Reaction SMILES: [CH3:1][O:2][C:3]1[CH:8]=[CH:7][C:6]([NH2:9])=[CH:5][N:4]=1.[CH:10]1([C:14]([C:16](=[CH:22]OCC)[C:17]([O:19][CH2:20][CH3:21])=[O:18])=[O:15])[CH2:13][CH2:12][CH2:11]1>>[CH:10]1([C:14]([C:16](=[CH:22][NH:9][C:6]2[CH:5]=[N:4][C:3]([O:2][CH3:1])=[CH:8][CH:7]=2)[C:17]([O:19][CH2:20][CH3:21])=[O:18])=[O:15])[CH2:11][CH2:12][CH2:13]1. Reported procedure: Ethyl 2-(cyclobutanecarbonyl)-3-((6-methoxypyridin-3-yl)amino)acrylate was prepared with conditions described in Example 99 using 2-methoxy-5-aminopyridine and ethyl 2-(cyclobutanecarbonyl)-3-ethoxyacrylate. Reactants: C(CCC(=O)O)(=O)O (succinic acid), NC1=CC=NC=C1 (4-amino-pyridine), O (water), CS(=O)(=O)O (methane sulfonic acid). The solvent is C=1(C(=CC=CC1)C)C (xylene). Reaction conditions: time 4 day. The product is N1=CC=C(C=C1)N1C(CCC1=O)=O (1-(4-pyridyl)-pyrrolidin-2, 5-dione). RXN SMILES: [C:1]([OH:8])(=O)[CH2:2][CH2:3][C:4](O)=[O:5].[NH2:9][C:10]1[CH:15]=[CH:14][N:13]=[CH:12][CH:11]=1.CS(O)(=O)=O.O>C1(C)C(C)=CC=CC=1>[N:13]1[CH:14]=[CH:15][C:10]([N:9]2[C:4](=[O:5])[CH2:3][CH2:2][C:1]2=[O:8])=[CH:11][CH:12]=1. Procedure: The starting material is prepared as follows: The mixture of 500 g of succinic acid anyhydride, 471 g of 4-amino-pyridine and 5,200 ml of xylene is heated to reflux while stirring and separating the water formed. After 30 minutes 15 ml of methane sulfonic acid are added and refluxing is continued until 5 moles of water are collected, requiring about 4 days. The mixture is cooled to room temperature, the supernatant is decanted off and the suspension combined with 1000 ml of isopropanol. It is st... Reactants: [BH3-]C#N, C=O, C1CCOC1, [Na+], O, OCCN1CCNCC1. Product: CN1CCN(CCO)CC1. RXN SMILES: [C:12]([BH3-:13])#[N:14].[CH2:10]=[O:11].[CH2:17]1[O:18][CH2:19][CH2:20][CH2:21]1.[Na+:15].[OH2:16].[OH:1][CH2:2][CH2:3][N:4]1[CH2:5][CH2:6][NH:7][CH2:8][CH2:9]1>>[OH:1][CH2:2][CH2:3][N:4]1[CH2:5][CH2:6][N:7]([CH3:12])[CH2:8][CH2:9]1. Starting materials: C1(=CC=C(C=C1)NS(=O)(=O)C=1C=C(C=CC1)C=CC(=O)O)C (3-(3-p-Tolylsulfamoyl-phenyl)-acrylic acid), C(C(=O)Cl)(=O)Cl (oxalyl chloride). Reagents/catalysts: CN(C=O)C (dimethylformamide). Solvent: ClCCl (dichloromethane). Run at temperature 40 celsius, time 1 hour. Yields the product C1(=CC=C(C=C1)NS(=O)(=O)C=1C=C(C=CC1)C=CC(=O)Cl)C (3-(3-p-Tolylsulfamoyl-phenyl)-acryloyl chloride). The yield is 99.7%. Reaction SMILES: [C:1]1([CH3:22])[CH:6]=[CH:5][C:4]([NH:7][S:8]([C:11]2[CH:12]=[C:13]([CH:17]=[CH:18][C:19](O)=[O:20])[CH:14]=[CH:15][CH:16]=2)(=[O:10])=[O:9])=[CH:3][CH:2]=1.C(Cl)(=O)C([Cl:26])=O>ClCCl.CN(C)C=O>[C:1]1([CH3:22])[CH:6]=[CH:5][C:4]([NH:7][S:8]([C:11]2[CH:12]=[C:13]([CH:17]=[CH:18][C:19]([Cl:26])=[O:20])[CH:14]=[CH:15][CH:16]=2)(=[O:10])=[O:9])=[CH:3][CH:2]=1. Procedure details: To a suspension of 3-(3-p-tolylsulfamoyl-phenyl)-acrylic acid (5d) (0.75 g, 2.36 mmol) in dichloromethane (10.0 ml): oxalyl chloride (0.62 ml, 7.08 mmol) and one drop of dimethylformamide were added. The reaction mixture was stirred at 40° C. for one hour and concentrated under reduced pressure to give crude title compound (0.79 g). Starting materials: NC=1C(=C(C=CC1)CC#N)C ((3-Amino-2-methyl-phenyl)-acetonitrile), CS(=O)(=O)Cl (methanesulfonyl chloride). Solvent: N1=CC=CC=C1 (pyridine). Reaction conditions: time 30 minute. Product: C(#N)CC=1C(=C(C=CC1)NS(=O)(=O)C)C (N-(3-cyanomethyl-2-methyl-phenyl)-methanesulfonamide). Isolated yield 94.5%. Reaction SMILES: [NH2:1][C:2]1[C:3]([CH3:11])=[C:4]([CH2:8][C:9]#[N:10])[CH:5]=[CH:6][CH:7]=1.[CH3:12][S:13](Cl)(=[O:15])=[O:14]>N1C=CC=CC=1>[C:9]([CH2:8][C:4]1[C:3]([CH3:11])=[C:2]([NH:1][S:13]([CH3:12])(=[O:15])=[O:14])[CH:7]=[CH:6][CH:5]=1)#[N:10]. Procedure details: (3-Amino-2-methyl-phenyl)-acetonitrile (11.1 g) was dissolved in 80 ml of pyridine. The solution was cooled in an ice bath and 11.3g of methanesulfonyl chloride was added. The reaction mixture was removed from the ice bath and stirred at room temperature for 30 minutes; 10 ml of water was added, and the mixture was stirred for 30 minutes, poured into ethyl acetate (EtOAc), washed with cold hydrochloric acid, washed with water, dried, and evaporated to give 16.1 g of N-(3-cyanomethyl-2-methyl-phe...